Dataset: the Open Reaction Database (ORD), a public repository of structured organic reaction records. Task: describe an organic reaction: reactants, conditions, products, and yield Reported procedure: In the same manner as in Example 102 except that 3-(2-(4-chlorophenyl)-4,5,6,7-tetrahydro-2H-indazol-3-yl)propionic acid obtained in Starting Material Synthesis Example 12 and 1-(4-chlorophenyl)piperazine were used instead of 3-(4,5,6,7-tetrahydro-2H-indazol-3-yl)propionic acid obtained in Starting Material Synthesis Example 1 and 4-(4-chlorophenyl)piperidine, 2-(4-chlorophenyl)-3-(3-(4-(4-chlorophenyl)piperazin-1-yl)propyl)-4,5,6,7-tetrahydro-2H-indazole was obtained, m.p. 129-131° C. Yields the product ClC1=CC=C(C=C1)N1N=C2CCCCC2=C1CCCN1CCN(CC1)C1=CC=C(C=C1)Cl (2-(4-chlorophenyl)-3-(3-(4-(4-chlorophenyl)piperazin-1-yl)propyl)-4,5,6,7-tetrahydro-2H-indazole). As a reaction SMILES: [Cl:1][C:2]1[CH:7]=[CH:6][C:5]([N:8]2[CH2:13][CH2:12][NH:11][CH2:10][CH2:9]2)=[CH:4][CH:3]=1.[N:14]1[NH:15][C:16]([CH2:23][CH2:24][C:25](O)=O)=[C:17]2[C:22]=1[CH2:21][CH2:20][CH2:19][CH2:18]2.[Cl:28][C:29]1[CH:34]=[CH:33][C:32](C2CCNCC2)=[CH:31][CH:30]=1>>[Cl:28][C:29]1[CH:34]=[CH:33][C:32]([N:15]2[C:16]([CH2:23][CH2:24][CH2:25][N:11]3[CH2:12][CH2:13][N:8]([C:5]4[CH:4]=[CH:3][C:2]([Cl:1])=[CH:7][CH:6]=4)[CH2:9][CH2:10]3)=[C:17]3[C:22]([CH2:21][CH2:20][CH2:19][CH2:18]3)=[N:14]2)=[CH:31][CH:30]=1. The reactants are ClC1=CC=C(C=C1)N1CCNCC1 (1-(4-chlorophenyl)piperazine), N=1NC(=C2CCCCC12)CCC(=O)O (3-(4,5,6,7-tetrahydro-2H-indazol-3-yl)propionic acid), ClC1=CC=C(C=C1)C1CCNCC1 (4-(4-chlorophenyl)piperidine).